Dataset: the Open Reaction Database (ORD), a public repository of structured organic reaction records. Task: describe an organic reaction: reactants, conditions, products, and yield Reactants: COC1=C2CCCC(C2=CC=C1)=O (5-methoxy-3,4-dihydro-2H-naphthalen-1-one), [BH4-].[Na+] (sodium borohydride). Solvent: CO (methanol), ClCCl (dichloromethane). Product: COC1=C2CCCC(C2=CC=C1)O (5-methoxy-1,2,3,4-tetrahydro-naphthalen-1-ol). As a reaction SMILES: [CH3:1][O:2][C:3]1[CH:12]=[CH:11][CH:10]=[C:9]2[C:4]=1[CH2:5][CH2:6][CH2:7][C:8]2=[O:13].[BH4-].[Na+]>CO.ClCCl>[CH3:1][O:2][C:3]1[CH:12]=[CH:11][CH:10]=[C:9]2[C:4]=1[CH2:5][CH2:6][CH2:7][CH:8]2[OH:13] |f:1.2|. Procedure: To a solution of 5-methoxy-3,4-dihydro-2H-naphthalen-1-one (CAS#33892-75-0, 10 g, 5.67 mmol) in methanol (40 mL) and dichloromethane (5 mL) at 0° C. is added sodium borohydride (0.579 g, 8.51 mmol) in one portion. The cooling bath is removed and after 1.5 hours, the mixture is poured into water (75 mL) and the volatile organics are removed in vacuo. Extraction with dichloromethane, drying over sodium sulfate, filtering through a cotton plug and concentration affords 5-methoxy-1,2,3,4-tetrahydro-... Reactants: IC=1C=C(C(=O)O)C=CC1 (3-Iodobenzoic acid), OCN1C(C=2C(C1=O)=CC=CC2)=O (N-hydroxymethylphthalimide). Run in S(O)(O)(=O)=O (sulfuric acid). Reaction conditions: temperature 80 celsius, time 1.5 hour. Product: IC1=CC=C2CNC(C2=C1)=O (6-Iodo-2,3-dihydroisoindol-1-one). The yield is 46.3%. RXN SMILES: [I:1][C:2]1[CH:3]=[C:4]([CH:8]=[CH:9][CH:10]=1)[C:5]([OH:7])=O.O[CH2:12][N:13]1C(=O)C2=CC=CC=C2C1=O>S(=O)(=O)(O)O>[I:1][C:2]1[CH:3]=[C:4]2[C:8]([CH2:12][NH:13][C:5]2=[O:7])=[CH:9][CH:10]=1. Reported procedure: 3-Iodobenzoic acid (50 g, 0.2 mol) and N-hydroxymethylphthalimide (35.7 g, 0.2 mol) were suspended in concentrated sulfuric acid (200 ml) and heated for three hours at 80° C. The reaction mixture was poured onto ice and the product was filtered, washed with water and dilute ammonium hydroxide and then stirred in hot (70° C.) ethanol for 1.5 hours before cooling and drying to yield the title compound (24 g, 45%). 1H NMR (360 MHz, d6 DMSO) δ 8.63 (1H, brs), 7.95 (1H, s), 7.92 (1H, d, J=7 and 1 Hz)... Starting materials: C(C=1C(O)=CC=CC1O)(=O)O (γ-resorcylic acid), [Bi] (bismuth), acid, [Bi]=O (bismuth oxide). The solvent is O (water), O (water). Conditions: temperature 50 celsius. Yields the product C(C=1C(O)=CC=CC1O)(=O)[O-].[Bi+3].C(C=1C(O)=CC=CC1O)(=O)[O-].C(C=1C(O)=CC=CC1O)(=O)[O-] (bismuth γ-resorcylate). As a reaction SMILES: [C:1]([OH:11])(=[O:10])[C:2]1[C:3](=[CH:5][CH:6]=[CH:7][C:8]=1[OH:9])[OH:4].[Bi]=O.[Bi:14]>O>[C:1]([O-:11])(=[O:10])[C:2]1[C:3](=[CH:5][CH:6]=[CH:7][C:8]=1[OH:9])[OH:4].[Bi+3:14].[C:1]([O-:11])(=[O:10])[C:2]1[C:3](=[CH:5][CH:6]=[CH:7][C:8]=1[OH:9])[OH:4].[C:1]([O-:11])(=[O:10])[C:2]1[C:3](=[CH:5][CH:6]=[CH:7][C:8]=1[OH:9])[OH:4] |f:4.5.6.7,^1:11|. Procedure details: A 3-liter thermostatic reactor fitted with a pneumatic stirrer, a bottom valve, temperature probes, a reflux condenser and a heating system is employed for this synthesis. 900 ml of distilled water and 15.4 g of γ-resorcylic acid, that is 0.1 mole of acid, are placed in the reactor. The heterogeneous mixture is heated to 50° C. with stirring and then 31 g of bismuth oxide, that is 0.1 gram-atom of bismuth, are added portionwise over approximately 15 minutes. The suspension thus obtained is heate... Reactants: NC1=C(C(=NC(=C1F)C1=C(C(=C(C=C1)Cl)OCC)F)C(=O)OC)Cl (Methyl 4-amino-3-chloro-6-(4-chloro-3-ethoxy-2-fluorophenyl)-5-fluoropicolinate), P(C=1C=C(C=CC1)S(=O)(=O)[O-])(C=1C=C(C=CC1)S(=O)(=O)[O-])C=1C=C(C=CC1)S(=O)(=O)[O-].[Na+].[Na+].[Na+] (sodium 3,3′,3″-phosphinetriyltribenzene-sulfonate), ClC1=C(C(=C(C=C1)B1OC(C(O1)(C)C)(C)C)F)OCC (2-(4-Chloro-3-ethoxy-2-fluorophenyl)-4,4,5,5-tetramethyl-1,3,2-dioxaborolane), NC1=C(C(=NC(=C1F)Cl)C(=O)OC)Cl (methyl 4-amino-3,6-dichloro-5-fluoropicolinate), NC1=C(C(=NC(=C1F)C1=C(C(=C(C=C1)Cl)OCC)F)C(=O)OC)Cl (Methyl 4-amino-3-chloro-6-(4-chloro-3-ethoxy-2-fluorophenyl)-5-fluoropicolinate), [F-].[Cs+] (CsF). Reagents/catalysts: C(C)(=O)[O-].[Pd+2].C(C)(=O)[O-] (palladium(II) acetate). Run in O.C(C)#N (water acetonitrile), O (water). Run at temperature 150 celsius. Yields the product NC1=C(C(=NC(=C1F)C1=C(C(=C(C=C1)Cl)OCC)F)C(=O)OCC1=CC=CC=C1)Cl (benzyl 4-amino-3-chloro-6-(4-chloro-3-ethoxy-2-fluorophenyl)-5-fluoropicolinate), NC1=C(C(=NC(=C1F)C1=C(C(=C(C=C1)Cl)OCC)F)C(=O)OC)Cl (methyl 4-amino-3-chloro-6-(4-chloro-3-ethoxy-2-fluorophenyl)-5-fluoropicolinate). Yield: 63.0%. RXN SMILES: [NH2:1][C:2]1[C:7]([F:8])=[C:6]([C:9]2[CH:14]=[CH:13][C:12]([Cl:15])=[C:11]([O:16][CH2:17][CH3:18])[C:10]=2[F:19])[N:5]=[C:4]([C:20]([O:22][CH3:23])=[O:21])[C:3]=1[Cl:24].Cl[C:26]1[CH:31]=[CH:30][C:29](B2OC(C)(C)C(C)(C)O2)=[C:28](F)[C:27]=1OCC.NC1C(F)=C(Cl)N=C(C(OC)=O)C=1Cl.[F-].[Cs+].P(C1C=C(S([O-])(=O)=O)C=CC=1)(C1C=C(S([O-])(=O)=O)C=CC=1)C1C=C(S([O-])(=O)=O)C=CC=1.[Na+].[Na+].[Na+]>O.C([O-])(=O)C.[Pd+2].C([O-])(=O)C.O.C(#N)C>[NH2:1][C:2]1[C:7]([F:8])=[C:6]([C:9]2[CH:14]=[CH:13][C:12]([Cl:15])=[C:11]([O:16][CH2:17][CH3:18])[C:10]=2[F:19])[N:5]=[C:4]([C:20]([O:22][CH2:23][C:26]2[CH:31]=[CH:30][CH:29]=[CH:28][CH:27]=2)=[O:21])[C:3]=1[Cl:24].[NH2:1][C:2]1[C:7]([F:8])=[C:6]([C:9]2[CH:14]=[CH:13][C:12]([Cl:15])=[C:11]([O:16][CH2:17][CH3:18])[C:10]=2[F:19])[N:5]=[C:4]([C:20]([O:22][CH3:23])=[O:21])[C:3]=1[Cl:24] |f:3.4,5.6.7.8,10.11.12,13.14|. Reported procedure: Methyl 4-amino-3-chloro-6-(4-chloro-3-ethoxy-2-fluorophenyl)-5-fluoropicolinate (Compound A). 2-(4-Chloro-3-ethoxy-2-fluorophenyl)-4,4,5,5-tetramethyl-1,3,2-dioxaborolane (500 mg, 1.7 mmol, 1.0 equiv) and methyl 4-amino-3,6-dichloro-5-fluoropicolinate (400 mg, 1.7 mmol, 1.0 equiv) were sequentially added to a 5 mL Biotage microwave vessel, followed by CsF (510 mg, 3.3 mmol, 2.0 equiv), palladium(II) acetate (19 mg, 0.084 mmol, 0.05 equiv), and sodium 3,3′,3″-phosphinetriyltribenzene-sulfonate (9... Reactants: C1(CCCC1)C1=C(C=C(C(=O)[O-])C=C1)C(F)(F)F (4-cyclopentyl-3-(trifluoromethyl)benzoat), [Li+].[BH4-] (LiBH4), Cl (HCl). Solvent: O1CCOCC1 (1,4-dioxane). Reaction conditions: temperature 85.5 celsius, time 5.5 hour. Yields the product C1(CCCC1)C1=C(C=C(C=C1)CO)C(F)(F)F ((4-Cyclopentyl-3-(trifluoromethyl)phenyl)methanol). Yield: 54.7%. Reaction SMILES: [CH:1]1([C:6]2[CH:14]=[CH:13][C:9]([C:10]([O-])=[O:11])=[CH:8][C:7]=2[C:15]([F:18])([F:17])[F:16])[CH2:5][CH2:4][CH2:3][CH2:2]1.[Li+].[BH4-].Cl>O1CCOCC1>[CH:1]1([C:6]2[CH:14]=[CH:13][C:9]([CH2:10][OH:11])=[CH:8][C:7]=2[C:15]([F:16])([F:17])[F:18])[CH2:2][CH2:3][CH2:4][CH2:5]1 |f:1.2|. Reported procedure: To a solution of 4-cyclopentyl-3-(trifluoromethyl)benzoat (224 g, 823 mmol) in 1,4-dioxane (600 mL), LiBH4 (494 mL, 987 mmol, 2 M solution in THF) was added dropwise at 22° C. The resulting suspension was stirred at 85.5° C. for 5.5 h. The dark brown solution was cooled to 0° C. and the pH adjusted to 5 by slowly adding 6 N HCl (130 mL). The layers were separated and to the aqueous phase H2O (250 mL) and NaCl (20 g) were added. The combined aqueous layers were extracted with EtOAc (2×250 mL). Th... The reactants are C1CCOC1 (THF), [Br-].O1C(OCCC1)CCP(C1=CC=CC=C1)(C1=CC=CC=C1)C1=CC=CC=C1 (1,3-dioxan-2-ylethyltriphenylphosphinebromide), C1CCOC1 (THF), O=C1CCC(CC1)C1CCC(CC1)CCC1=CC=C(C=C1)C(F)(F)F (4-(4-oxocyclohexyl)-1-(2-(4-trifluoromethylphenyl)ethyl)cyclohexane), CC(C)([O-])C.[K+] (potassium-t-butoxide). Solvent: O (water). Conditions: time 3 hour. The product is O1C(OCCC1)CCC1CCC(CC1)C1CCC(CC1)CCC1=CC=C(C=C1)C(F)(F)F (4-(4-(1,3-dioxan-2-ylethyl)cyclohexyl)-1-(2-(4-trifluoromethylphenyl)ethyl)cyclohexane). Yield: 41.9%. RXN SMILES: C1COCC1.[Br-].[O:7]1[CH2:12][CH2:11][CH2:10][O:9][CH:8]1[CH2:13][CH2:14]P(C1C=CC=CC=1)(C1C=CC=CC=1)C1C=CC=CC=1.CC(C)([O-])C.[K+].O=[C:41]1[CH2:46][CH2:45][CH:44]([CH:47]2[CH2:52][CH2:51][CH:50]([CH2:53][CH2:54][C:55]3[CH:60]=[CH:59][C:58]([C:61]([F:64])([F:63])[F:62])=[CH:57][CH:56]=3)[CH2:49][CH2:48]2)[CH2:43][CH2:42]1>O>[O:9]1[CH2:10][CH2:11][CH2:12][O:7][CH:8]1[CH2:13][CH2:14][CH:41]1[CH2:42][CH2:43][CH:44]([CH:47]2[CH2:48][CH2:49][CH:50]([CH2:53][CH2:54][C:55]3[CH:60]=[CH:59][C:58]([C:61]([F:62])([F:63])[F:64])=[CH:57][CH:56]=3)[CH2:51][CH2:52]2)[CH2:45][CH2:46]1 |f:1.2,3.4|. Procedure details: THF (70 ml) was added to 1,3-dioxan-2-ylethyltriphenylphosphinebromide (6.80 g, 14.9 mmol), followed by adding to the mixture, potassium-t-butoxide (1.68 g, 14.9 mmol) at 0° C., stirring the mixture at the same temperature for 3 hours, dropwise adding to the reaction solution, a 10 ml THF solution of the above 4-(4-oxocyclohexyl)-1-(2-(4-trifluoromethylphenyl)ethyl)cyclohexane (2.7 g, 7.7 mmol), stirring the mixture at the same temperature for one hour, further stirring at room temperature for 3... Reactants: FC1=CC(=CC=C1)CN=C=O (1-fluoro-3-(isocyanatomethyl)benzene), CC=1N=CC=2C=CC=C(C2C1)N (3-methyl-5-isoquinolinamine), BrC1=CC=C(C=C1)CN=C=O (1-bromo-4-(isocyanatomethyl)benzene). Yields the product FC=1C=C(CNC(=O)NC2=C3C=C(N=CC3=CC=C2)C)C=CC1 (N-(3-fluorobenzyl)-N′-(3-methyl-5-isoquinolinyl)urea). Reaction SMILES: [F:1][C:2]1[CH:7]=[CH:6][CH:5]=[C:4]([CH2:8][N:9]=[C:10]=[O:11])[CH:3]=1.[CH3:12][C:13]1[N:14]=[CH:15][C:16]2[CH:17]=[CH:18][CH:19]=[C:20]([NH2:23])[C:21]=2[CH:22]=1.BrC1C=CC(CN=C=O)=CC=1>>[F:1][C:2]1[CH:3]=[C:4]([CH:5]=[CH:6][CH:7]=1)[CH2:8][NH:9][C:10]([NH:23][C:20]1[CH:19]=[CH:18][CH:17]=[C:16]2[C:21]=1[CH:22]=[C:13]([CH3:12])[N:14]=[CH:15]2)=[O:11]. Procedure details: The title compound was prepared using the procedure described in Example 60F using 1-fluoro-3-(isocyanatomethyl)benzene and 3-methyl-5-isoquinolinamine instead of the product from Example 60E and 1-bromo-4-(isocyanatomethyl)benzene. 1H NMR (300 MHz, DMSO-d6) δ 9.18 (s, 1H), 8.69 (bs, 1H), 8.87 (bs, 1H), 8.20 (d, 1H, J=6.9 Hz), 7.76 (s, 1H), 7.70 (d, 1H, J=7.8 Hz), 7.50 (t, 1H, J=7.8 Hz), 7.41 (m, 1H), 7.23-7.05 (m, 3H), 4.39 (d, 2H, J=6 Hz), 2.65 (s, 3H). MS (ESI) 310 (M+H)+. Anal. Calcd for C18...